Task: describe an organic reaction: reactants, conditions, products, and yield. Dataset: the Open Reaction Database (ORD), a public repository of structured organic reaction records The solvent is C(C)(=O)OCC (ethyl acetate), ClCCl (dichloromethane). The yield is 88.0%. Reaction SMILES: [C:1]1([C:7]([C:36]2[CH:41]=[CH:40][CH:39]=[CH:38][CH:37]=2)([C:30]2[CH:35]=[CH:34][CH:33]=[CH:32][CH:31]=2)[S:8][C@@H:9]2[CH2:13][N:12]([C:14]([O:16][CH2:17][C:18]3[CH:23]=[CH:22][C:21]([N+:24]([O-:26])=[O:25])=[CH:20][CH:19]=3)=[O:15])[C@H:11]([CH2:27][O:28][NH2:29])[CH2:10]2)[CH:6]=[CH:5][CH:4]=[CH:3][CH:2]=1.N1C=CC=CC=1.[C:48](Cl)(=[O:50])[CH3:49].Cl>ClCCl.C(OCC)(=O)C>[C:36]1([C:7]([C:1]2[CH:2]=[CH:3][CH:4]=[CH:5][CH:6]=2)([C:30]2[CH:31]=[CH:32][CH:33]=[CH:34][CH:35]=2)[S:8][C@@H:9]2[CH2:13][N:12]([C:14]([O:16][CH2:17][C:18]3[CH:23]=[CH:22][C:21]([N+:24]([O-:26])=[O:25])=[CH:20][CH:19]=3)=[O:15])[C@H:11]([CH2:27][O:28][NH:29][C:48](=[O:50])[CH3:49])[CH2:10]2)[CH:41]=[CH:40][CH:39]=[CH:38][CH:37]=1. Reported procedure: To a solution of (2S,4S)-4-triphenylmethylthio-2-aminooxymethyl-1-p-nitrobenzyloxycarbonylpyrrolidine (6), prepared above as A (6) in dichloromethane are added pyridine (93 μl) and acetyl chloride (66 μl), and the mixture is stirred for 25 minutes. To the reaction mixture are added 1N-hydrochloric acid (1 ml) and ethyl acetate. The organic layer is taken, washed with water, aqueous sodium hydrogen carbonate, and brine, dried over sodium sulfate, and concentrated in vacuo. The residue is purified... The product is C1(=CC=CC=C1)C(S[C@H]1C[C@H](N(C1)C(=O)OCC1=CC=C(C=C1)[N+](=O)[O-])CONC(C)=O)(C1=CC=CC=C1)C1=CC=CC=C1 ((2S,4S)-4-triphenylmethylthio-2-acetylaminooxymethyl-1-p-nitrobenzyloxycarbonylpyrrolidine). Reactants: Cl (hydrochloric acid), C1(=CC=CC=C1)C(S[C@H]1C[C@H](N(C1)C(=O)OCC1=CC=C(C=C1)[N+](=O)[O-])CON)(C1=CC=CC=C1)C1=CC=CC=C1 ((2S,4S)-4-triphenylmethylthio-2-aminooxymethyl-1-p-nitrobenzyloxycarbonylpyrrolidine), C1(=CC=CC=C1)C(S[C@H]1C[C@H](N(C1)C(=O)OCC1=CC=C(C=C1)[N+](=O)[O-])CON)(C1=CC=CC=C1)C1=CC=CC=C1 ((2S,4S)-4-triphenylmethylthio-2-aminooxymethyl-1-p-nitrobenzyloxycarbonylpyrrolidine), N1=CC=CC=C1 (pyridine), C(C)(=O)Cl (acetyl chloride). Conditions: time 25 minute. Starting materials: C(C)(C)(C)OC(=O)NCCCNC=1C=CC=C2C=C(N(C12)C)C(=O)OCC (ethyl 7-[(3-tert-butoxycarbonylaminopropyl)amino]-1-methyl-2-indolecarboxylate), [OH-].[K+] (potassium hydroxide), Cl (hydrochloric acid). Solvent: C(C)O (ethanol). Conditions: time 2.5 hour. The product is C(C)(C)(C)OC(=O)NCCCNC=1C=CC=C2C=C(N(C12)C)C(=O)O (7-[(3-tert-butoxycarbonylaminopropyl)amino]-1-methyl-2-indolecarboxylic acid). Isolated yield 73.4%. RXN SMILES: [C:1]([O:5][C:6]([NH:8][CH2:9][CH2:10][CH2:11][NH:12][C:13]1[CH:14]=[CH:15][CH:16]=[C:17]2[C:21]=1[N:20]([CH3:22])[C:19]([C:23]([O:25]CC)=[O:24])=[CH:18]2)=[O:7])([CH3:4])([CH3:3])[CH3:2].[OH-].[K+].Cl>C(O)C>[C:1]([O:5][C:6]([NH:8][CH2:9][CH2:10][CH2:11][NH:12][C:13]1[CH:14]=[CH:15][CH:16]=[C:17]2[C:21]=1[N:20]([CH3:22])[C:19]([C:23]([OH:25])=[O:24])=[CH:18]2)=[O:7])([CH3:4])([CH3:2])[CH3:3] |f:1.2|. Reported procedure: A mixture of 0.12 g (0.31 mmol) of ethyl 7-[(3-tert-butoxycarbonylaminopropyl)amino]-1-methyl-2-indolecarboxylate, 2 ml of 5N potassium hydroxide aqueous solution and 5 ml of ethanol was stirred at room temperature for 2.5 hours. After 2N hydrochloric acid was gradually added to the reaction solution to render the pH 6, the reaction mixture was concentrated under reduced pressure. The residue was extracted three times with chloroform. The combined extracts were dried over anhydrous sodium sulfat... The reactants are C(C)(C)C1C(NC=2C=CC=C(C2C1=O)C(=O)OC)C1=CC=CC=C1 (Methyl 3-isopropyl-4-oxo-2-phenyl-1,2,3,4-tetrahydroquinoline-5-carboxylate), O.NN (hydrazine monohydrate). Reaction conditions: temperature 40 celsius, time 3 hour. Yields the product C(C)(C)C1C(NC=2C=3C1=NNC(C3C=CC2)=O)C2=CC=CC=C2 (9-Isopropyl-8-phenyl-8,9-dihydro-2H-pyrido[4,3,2-de]phthalazin-3(7H)-one). Isolated yield 15.0%. As a reaction SMILES: [CH:1]([CH:4]1[C:13](=O)[C:12]2[C:11]([C:15](OC)=[O:16])=[CH:10][CH:9]=[CH:8][C:7]=2[NH:6][CH:5]1[C:19]1[CH:24]=[CH:23][CH:22]=[CH:21][CH:20]=1)([CH3:3])[CH3:2].O.[NH2:26][NH2:27]>>[CH:1]([CH:4]1[C:13]2=[N:26][NH:27][C:15](=[O:16])[C:11]3[CH:10]=[CH:9][CH:8]=[C:7]([C:12]=32)[NH:6][CH:5]1[C:19]1[CH:20]=[CH:21][CH:22]=[CH:23][CH:24]=1)([CH3:2])[CH3:3] |f:1.2|. Procedure details: Methyl 3-isopropyl-4-oxo-2-phenyl-1,2,3,4-tetrahydroquinoline-5-carboxylate (35 mg, 1 mmol) and hydrazine monohydrate (20 mL) were added and the mixture was stirred under 40° C. for 3 h. The resulting mixture was extracted with ethyl acetate (100 mL×4) and concentrated, purified with prep-HPLC. 7 mg of solid 9-isopropyl-8-phenyl-8,9-dihydro-2H-pyrido[4,3,2-de]phthalazin-3(7H)-one was obtained (yield: 15%). 1H-NMR (400 MHz, DMSO-d6): δ 0.82-0.83 (d, J=5.2 Hz, 3H), 1.15-1.17 (d, J=5.2 Hz, 3H), 1.8... Product: NC=1C(=NC(=CN1)C1=CC(=CC=C1)C=1NC=C(N1)C1=CC=CC=C1)C(=O)NC (3-amino-N-methyl-6-[3-(4-phenyl-1H-imidazol-2-yl)phenyl]pyrazine-2-carboxamide). Yield: 62.6%. Solvent: CN(C)C=O (DMF). Procedure details: To a stirred solution of 3-amino-6-{3-[amino(imino)methyl]phenyl}-N-methylpyrazine-2-carboxamide (0.13 6 mg, 0.5 mmol) in DMF (5 mL) was added bronoacetophenone (0.11 g, 0.55 mmol ) followed by K2CO3 (0.276 g). The resulting mixture was heated at 70 ° C. for 0.5 h. The mixture was poured into water (30 mL) and extracted with ethyl acetate (30 mL). The extract was washed with brine, dried (Na2SO4), and concentrated. The product was purified by hplc to provide 3-amino-N-methyl-6-[3-(4-phenyl-1H-im... Reaction SMILES: [NH2:1][C:2]1[C:3]([C:17]([NH:19][CH3:20])=[O:18])=[N:4][C:5]([C:8]2[CH:13]=[CH:12][CH:11]=[C:10]([C:14]([NH2:16])=[NH:15])[CH:9]=2)=[CH:6][N:7]=1.C([O-])([O-])=O.[K+].[K+].O>CN(C=O)C>[NH2:1][C:2]1[C:3]([C:17]([NH:19][CH3:20])=[O:18])=[N:4][C:5]([C:8]2[CH:13]=[CH:12][CH:11]=[C:10]([C:14]3[NH:16][CH:6]=[C:5]([C:8]4[CH:13]=[CH:12][CH:11]=[CH:10][CH:9]=4)[N:15]=3)[CH:9]=2)=[CH:6][N:7]=1 |f:1.2.3|. Run at temperature 70 celsius. Reactants: C(=O)([O-])[O-].[K+].[K+] (K2CO3), NC=1C(=NC(=CN1)C1=CC(=CC=C1)C(=N)N)C(=O)NC (3-amino-6-{3-[amino(imino)methyl]phenyl}-N-methylpyrazine-2-carboxamide), O (water). The reactants are COc1ccc(S(=O)(=O)Nc2ccc(N3CCC(=O)CC3)cc2)cc1, CO, NCC(O)c1ccccc1. Product: COc1ccc(S(=O)(=O)Nc2ccc(N3CCC(NCC(O)c4ccccc4)CC3)cc2)cc1. As a reaction SMILES: [CH3:1][O:2][c:3]1[cH:4][cH:5][c:6]([S:9](=[O:10])(=[O:11])[NH:12][c:13]2[cH:14][cH:15][c:16]([N:19]3[CH2:20][CH2:21][C:22](=[O:25])[CH2:23][CH2:24]3)[cH:17][cH:18]2)[cH:7][cH:8]1.[CH3:36][OH:37].[NH2:26][CH2:27][CH:28]([OH:29])[c:30]1[cH:31][cH:32][cH:33][cH:34][cH:35]1>>[CH3:1][O:2][c:3]1[cH:4][cH:5][c:6]([S:9](=[O:10])(=[O:11])[NH:12][c:13]2[cH:14][cH:15][c:16]([N:19]3[CH2:20][CH2:21][CH:22]([NH:26][CH2:27][CH:28]([OH:29])[c:30]4[cH:31][cH:32][cH:33][cH:34][cH:35]4)[CH2:23][CH2:24]3)[cH:17][cH:18]2)[cH:7][cH:8]1. The reactants are Cn1ccn2c(=O)c(OCc3ccccc3)c(-c3ncc(Cc4ccc(Cl)cc4)s3)nc12, ClCCl. Product: Cn1ccn2c(=O)c(O)c(-c3ncc(Cc4ccc(Cl)cc4)s3)nc12. RXN SMILES: [CH2:1]([c:2]1[cH:3][cH:4][cH:5][cH:6][cH:7]1)[O:8][c:9]1[c:10](-[c:20]2[s:21][c:22]([CH2:25][c:26]3[cH:27][cH:28][c:29]([Cl:32])[cH:30][cH:31]3)[cH:23][n:24]2)[n:11][c:12]2[n:13]([c:14]1=[O:15])[cH:16][cH:17][n:18]2[CH3:19].[Cl:33][CH2:34][Cl:35]>>[OH:8][c:9]1[c:10](-[c:20]2[s:21][c:22]([CH2:25][c:26]3[cH:27][cH:28][c:29]([Cl:32])[cH:30][cH:31]3)[cH:23][n:24]2)[n:11][c:12]2[n:13]([c:14]1=[O:15])[cH:16][cH:17][n:18]2[CH3:19].